describe an organic reaction: reactants, conditions, products, and yield From a dataset of the Open Reaction Database (ORD), a public repository of structured organic reaction records. Reactants: COC(C)(C)C, O=C(Cl)C1CCC1, Cl, O, O=C(O)c1ccccc1S, c1ccncc1. Product: O=C(O)c1ccccc1SC(=O)C1CCC1. RXN SMILES: [C:24]([O:25][CH3:26])([CH3:27])([CH3:28])[CH3:29].[CH:17]1([C:21](=[O:22])[Cl:23])[CH2:18][CH2:19][CH2:20]1.[ClH:31].[OH2:30].[OH:1][C:2](=[O:3])[c:4]1[cH:5][cH:6][cH:7][cH:8][c:9]1[SH:10].[cH:11]1[cH:12][cH:13][n:14][cH:15][cH:16]1>>[OH:1][C:2](=[O:3])[c:4]1[cH:5][cH:6][cH:7][cH:8][c:9]1[S:10][C:21]([CH:17]1[CH2:18][CH2:19][CH2:20]1)=[O:22].